Dataset: the Open Reaction Database (ORD), a public repository of structured organic reaction records. Task: describe an organic reaction: reactants, conditions, products, and yield Starting materials: F[B-](F)(F)F, CCN(C(C)C)C(C)C, Cc1sc(C(=O)O)c2c1C1C(C2)C1(C)C, COc1cc(OCCO)ccc1CN, CN(C)C=O, CN(C)C(On1nnc2ccccc21)=[N+](C)C. Yields the product COc1cc(OCCO)ccc1CNC(=O)c1sc(C)c2c1CC1C2C1(C)C. As a reaction SMILES: [B-:16]([F:17])([F:18])([F:19])[F:20].[CH2:38]([N:39]([CH:40]([CH3:41])[CH3:42])[CH:43]([CH3:44])[CH3:45])[CH3:46].[CH3:1][C:2]1([CH3:15])[CH:3]2[CH:4]1[CH2:5][c:6]1[c:7]([C:12](=[O:13])[OH:14])[s:8][c:9]([CH3:11])[c:10]12.[NH2:47][CH2:48][c:49]1[c:50]([O:59][CH3:60])[cH:51][c:52]([O:53][CH2:54][CH2:55][OH:56])[cH:57][cH:58]1.[O:61]=[CH:62][N:63]([CH3:64])[CH3:65].[n:21]1([O:22][C:23]([N:24]([CH3:25])[CH3:26])=[N+:27]([CH3:28])[CH3:29])[c:30]2[cH:31][cH:32][cH:33][cH:34][c:35]2[n:36][n:37]1>>[CH3:1][C:2]1([CH3:15])[CH:3]2[CH:4]1[CH2:5][c:6]1[c:7]([C:12](=[O:14])[NH:47][CH2:48][c:49]3[c:50]([O:59][CH3:60])[cH:51][c:52]([O:53][CH2:54][CH2:55][OH:56])[cH:57][cH:58]3)[s:8][c:9]([CH3:11])[c:10]12. Reactants: N#N (N2), C(C)[Mg]Br (ethyl magnesium bromide), BrBr (bromine), FC1=C(C(=C(C(=C1F)F)F)F)F (hexafluorobenzene), FeCl2, Cl (HCl). Solvent: C1CCOC1 (THF), C(Cl)Cl (methylene chloride). Product: C1(=C(F)C(F)=C(F)C(F)=C1F)Br (C6F5Br). The yield is 83.0%. As a reaction SMILES: N#N.[F:3][C:4]1[C:9]([F:10])=[C:8]([F:11])[C:7]([F:12])=[C:6]([F:13])[C:5]=1F.C([Mg][Br:18])C.BrBr.Cl>C(Cl)Cl.C1COCC1>[C:5]1([Br:18])[C:6]([F:13])=[C:7]([F:12])[C:8]([F:11])=[C:9]([F:10])[C:4]=1[F:3]. Reported procedure: In a 2 l, N2 purged flask were combined hexafluorobenzene (145 g), FeCl2 (0.8 g) and THF (600 ml). The solution was cooled to 0°-5° C., and ethyl magnesium bromide (3.12M in Et2O, 500 ml) was then added dropwise. After the addition was complete, the reaction mixture was stirred for one-half hour. A solution of bromine (125g) n methylene chloride (250 ml) was then added dropwise to the cold (0°-5° C.) reaction mixture. After stirring 15 minutes, 4N HCl was added until all solids were dissolved. T... The reactants are C=1(C(=CC=CC1)C=O)C (o-tolualdehyde), CN(N)C (1,1-dimethyl hydrazine). Run in C1(=CC=CC=C1)C (toluene). Product: CN(N=CC1=C(C=CC=C1)C)C (2-methylbenzaldehyde dimethyl hydrazone). The yield is 93.9%. Reaction SMILES: [C:1]1([CH3:9])[C:2]([CH:7]=O)=[CH:3][CH:4]=[CH:5][CH:6]=1.[CH3:10][N:11]([CH3:13])[NH2:12]>C1(C)C=CC=CC=1>[CH3:10][N:11]([CH3:13])[N:12]=[CH:7][C:2]1[CH:3]=[CH:4][CH:5]=[CH:6][C:1]=1[CH3:9]. Procedure: A stirred solution of o-tolualdehyde (25.0 g, 0.21 mol), and 1,1-dimethyl hydrazine (25.2 g, 0.42 mol) was refluxed in toluene (200 mL) for 24 h. The solution was concentrated in vacuo and the residual oil was vacuum distilled (51°-60° C., 0.2 mm Hg) to afford the tided product (31.98 g, 94%): IR (neat) 2950, 2850, 1580, 1550, 1455, 1025, 745 cm-1; 1H NMR (CDCl3, 400 MHz) δ 7.8-7.6 (m, 1H), 7.4-7.3 (m, 1H), 7.1-6.9 (m, 3H), 2.9 (s, 6H), 2.4 (s, 3H). Reactants: CC(=O)O[BH-](OC(C)=O)OC(C)=O, CC(=O)O, C=O, C1CCOC1, Oc1ccc(N2CCNCC2)cc1, [Na+]. Yields the product CN1CCN(c2ccc(O)cc2)CC1. As a reaction SMILES: [C:16]([O:17][BH-:18]([O:19][C:20](=[O:21])[CH3:22])[O:23][C:24](=[O:25])[CH3:26])(=[O:27])[CH3:28].[C:35]([OH:36])(=[O:37])[CH3:38].[CH2:14]=[O:15].[CH2:30]1[O:31][CH2:32][CH2:33][CH2:34]1.[N:1]1([c:7]2[cH:8][cH:9][c:10]([OH:13])[cH:11][cH:12]2)[CH2:2][CH2:3][NH:4][CH2:5][CH2:6]1.[Na+:29]>>[N:1]1([c:7]2[cH:8][cH:9][c:10]([OH:13])[cH:11][cH:12]2)[CH2:2][CH2:3][N:4]([CH3:16])[CH2:5][CH2:6]1. Reactants: Cc1cccc2c1CCc1ccccc1C2=CCCN(C)C, O=[Pt]. The product is Cc1cccc2c1CCc1ccccc1C2CCCN(C)C. As a reaction SMILES: [CH3:1][c:2]1[cH:3][cH:4][cH:5][c:6]2[c:12]1[CH2:11][CH2:10][c:9]1[c:8]([cH:16][cH:15][cH:14][cH:13]1)[C:7]2=[CH:17][CH2:18][CH2:19][N:20]([CH3:21])[CH3:22].[Pt:23]=[O:24]>>[CH3:1][c:2]1[cH:3][cH:4][cH:5][c:6]2[c:12]1[CH2:11][CH2:10][c:9]1[c:8]([cH:16][cH:15][cH:14][cH:13]1)[CH:7]2[CH2:17][CH2:18][CH2:19][N:20]([CH3:21])[CH3:22]. Reactants: O=C([O-])[O-], CC1CNCC(C)C1, CC(C)=O, OCCCCl, Cl, [I-], [K+], [K+], [K+]. The product is CC1CC(C)CN(CCCO)C1. Reaction SMILES: [C:15](=[O:16])([O-:17])[O-:18].[CH3:1][CH:2]1[CH2:3][NH:4][CH2:5][CH:6]([CH3:8])[CH2:7]1.[CH3:23][C:24](=[O:25])[CH3:26].[Cl:10][CH2:11][CH2:12][CH2:13][OH:14].[ClH:9].[I-:22].[K+:19].[K+:20].[K+:21]>>[CH3:1][CH:2]1[CH2:3][N:4]([CH2:11][CH2:12][CH2:13][OH:14])[CH2:5][CH:6]([CH3:8])[CH2:7]1.